From a dataset of the Open Reaction Database (ORD), a public repository of structured organic reaction records. describe an organic reaction: reactants, conditions, products, and yield Product: IC=1C=C2[C@H](CCOC2=CC1)N ((4S)-6-iodochroman-4-amine). Procedure: To a solution of (4R)-6-iodochroman-4-ol (6.85 9, 24.81 mmol) and toluene (100 mL) under nitrogen at 0° C. was added diphenylphosphoryl azide (6.42 mL, 29.76 mmol). To this mixture was added a chilled solution of DBU (4.45 mL, 29.76 mmol) as a toluene solution (25 mL) via syringe. Reaction mixture was allowed to warm to ambient temperature overnight. Azide solution was filtered through silica gel using 6:1 hexanes:EtOAc as eluant. Filtrate was concentrated in vacuo, then dissolved in anh. THF (1... As a reaction SMILES: [I:1][C:2]1[CH:3]=[C:4]2[C:9](=[CH:10][CH:11]=1)[O:8][CH2:7][CH2:6][C@H:5]2O.C1(P([N:27]=[N+]=[N-])(C2C=CC=CC=2)=O)C=CC=CC=1.C1CCN2C(=NCCC2)CC1.P(C)(C)C.C1COCC1>O.C1(C)C=CC=CC=1>[I:1][C:2]1[CH:3]=[C:4]2[C:9](=[CH:10][CH:11]=1)[O:8][CH2:7][CH2:6][C@@H:5]2[NH2:27]. Run at time 1 hour. Solvent: C1(=CC=CC=C1)C (toluene), C1(=CC=CC=C1)C (toluene), O (H2O). Starting materials: C1CCC2=NCCCN2CC1 (DBU), IC=1C=C2[C@@H](CCOC2=CC1)O ((4R)-6-iodochroman-4-ol), C1(=CC=CC=C1)P(=O)(C1=CC=CC=C1)N=[N+]=[N-] (diphenylphosphoryl azide), P(C)(C)C (Me3P), C1CCOC1 (THF).